From a dataset of the Open Reaction Database (ORD), a public repository of structured organic reaction records. describe an organic reaction: reactants, conditions, products, and yield Starting materials: CCO, CCOC(=O)C1CC1COc1cc(CCCOC)cc(CN(C(=O)C(CN)Cc2ccc(OCCOc3c(Cl)cc(C)cc3Cl)cc2)C2CC2)c1, [Na+], [OH-]. Product: COCCCc1cc(CN(C(=O)C(CN)Cc2ccc(OCCOc3c(Cl)cc(C)cc3Cl)cc2)C2CC2)cc(OCC2CC2C(=O)[O-])c1, [Na+]. RXN SMILES: [CH3:54][CH2:55][OH:56].[NH2:1][CH2:2][CH:3]([C:4](=[O:5])[N:6]([CH:7]1[CH2:8][CH2:9]1)[CH2:10][c:11]1[cH:12][c:13]([O:14][CH2:15][CH:16]2[CH:17]([C:19](=[O:20])[O:21][CH2:22][CH3:23])[CH2:18]2)[cH:24][c:25]([CH2:27][CH2:28][CH2:29][O:30][CH3:31])[cH:26]1)[CH2:32][c:33]1[cH:34][cH:35][c:36]([O:39][CH2:40][CH2:41][O:42][c:43]2[c:44]([Cl:51])[cH:45][c:46]([CH3:50])[cH:47][c:48]2[Cl:49])[cH:37][cH:38]1.[Na+:53].[OH-:52]>>[NH2:1][CH2:2][CH:3]([C:4](=[O:5])[N:6]([CH:7]1[CH2:8][CH2:9]1)[CH2:10][c:11]1[cH:12][c:13]([O:14][CH2:15][CH:16]2[CH:17]([C:19](=[O:20])[O-:21])[CH2:18]2)[cH:24][c:25]([CH2:27][CH2:28][CH2:29][O:30][CH3:31])[cH:26]1)[CH2:32][c:33]1[cH:34][cH:35][c:36]([O:39][CH2:40][CH2:41][O:42][c:43]2[c:44]([Cl:51])[cH:45][c:46]([CH3:50])[cH:47][c:48]2[Cl:49])[cH:37][cH:38]1.[Na+:53]. The reactants are N#CCC(=O)O, CN(C)C=O, O=CC1CC2C=CC1C2, [NH4+], [OH-], c1ccccc1. Product: N#CCC=C1CC2C=CC1C2. As a reaction SMILES: [C:10](#[N:11])[CH2:12][C:13]([OH:14])=[O:15].[CH3:18][N:19]([CH3:20])[CH:21]=[O:22].[CH:1](=[O:2])[CH:3]1[CH:4]2[CH:5]=[CH:6][CH:7]([CH2:8]1)[CH2:9]2.[NH4+:16].[OH-:17].[cH:23]1[cH:24][cH:25][cH:26][cH:27][cH:28]1>>[CH:1](=[C:3]1[CH:4]2[CH:5]=[CH:6][CH:7]([CH2:8]1)[CH2:9]2)[CH2:12][C:10]#[N:11]. The reactants are CCCC[Sn](CCCC)(CCCC)c1ccnc(C)c1, c1ccc(P(c2ccccc2)(c2ccccc2)[Pd](P(c2ccccc2)(c2ccccc2)c2ccccc2)(P(c2ccccc2)(c2ccccc2)c2ccccc2)P(c2ccccc2)(c2ccccc2)c2ccccc2)cc1, Cc1cc(CC(=O)Nc2ccc(-c3ccccn3)cn2)cnc1Cl. Yields the product Cc1cc(-c2ncc(CC(=O)Nc3ccc(-c4ccccn4)cn3)cc2C)ccn1. Reaction SMILES: [CH3:25][c:26]1[n:27][cH:28][cH:29][c:30]([Sn:32]([CH2:33][CH2:34][CH2:35][CH3:36])([CH2:37][CH2:38][CH2:39][CH3:40])[CH2:41][CH2:42][CH2:43][CH3:44])[cH:31]1.[cH:45]1[cH:46][cH:47][c:48]([P:49]([Pd:50]([P:51]([c:52]2[cH:53][cH:54][cH:55][cH:56][cH:57]2)([c:58]2[cH:59][cH:60][cH:61][cH:62][cH:63]2)[c:64]2[cH:65][cH:66][cH:67][cH:68][cH:69]2)([P:70]([c:71]2[cH:72][cH:73][cH:74][cH:75][cH:76]2)([c:77]2[cH:78][cH:79][cH:80][cH:81][cH:82]2)[c:83]2[cH:84][cH:85][cH:86][cH:87][cH:88]2)[P:89]([c:90]2[cH:91][cH:92][cH:93][cH:94][cH:95]2)([c:96]2[cH:97][cH:98][cH:99][cH:100][cH:101]2)[c:102]2[cH:103][cH:104][cH:105][cH:106][cH:107]2)([c:108]2[cH:109][cH:110][cH:111][cH:112][cH:113]2)[c:114]2[cH:115][cH:116][cH:117][cH:118][cH:119]2)[cH:120][cH:121]1.[n:1]1[c:2](-[c:7]2[cH:8][n:9][c:10]([NH:13][C:14]([CH2:15][c:16]3[cH:17][n:18][c:19]([Cl:23])[c:20]([CH3:22])[cH:21]3)=[O:24])[cH:11][cH:12]2)[cH:3][cH:4][cH:5][cH:6]1>>[n:1]1[c:2](-[c:7]2[cH:8][n:9][c:10]([NH:13][C:14]([CH2:15][c:16]3[cH:17][n:18][c:19](-[c:30]4[cH:29][cH:28][n:27][c:26]([CH3:25])[cH:31]4)[c:20]([CH3:22])[cH:21]3)=[O:24])[cH:11][cH:12]2)[cH:3][cH:4][cH:5][cH:6]1. Starting materials: N(=NC(C#N)(C)C)C(C#N)(C)C (2,2′-azobisisobutyronitrile), C1(\C=C/C(=O)O1)=O (Maleic anhydride), C12C(CC(C=C1)CC2)C(=O)OC(C)(C)C (t-butyl bicyclo[2,2,2]oct-5-ene-2-carboxylate), 3-hydroxy propyl 5-norbornene-2-carboxylate, resultant solution. The solvent is O1CCCC1 (tetrahydrofuran). Yields the product C1(\C=C/C(=O)O1)=O.C12C(CC(C=C1)CC2)C(=O)OC(C)(C)C.C12C(CC(C=C1)C2)C(=O)OCCCO (maleic anhydride t-butyl bicyclo[2,2,2]oct-5-ene-2-carboxylate 3-hydroxypropyl 5-norbornene-2-carboxylate). Isolated yield 50.0%. Reaction SMILES: [C:1]1(=[O:7])[O:6][C:4](=[O:5])[CH:3]=[CH:2]1.[CH:8]12[CH2:15][CH2:14][CH:11]([CH:12]=[CH:13]1)[CH2:10][CH:9]2[C:16]([O:18][C:19]([CH3:22])([CH3:21])[CH3:20])=[O:17].N(C(C)(C)C#N)=NC(C)(C)C#N>O1CCCC1>[C:4]1(=[O:5])[O:6][C:1](=[O:7])[CH:2]=[CH:3]1.[CH:8]12[CH2:15][CH2:14][CH:11]([CH:12]=[CH:13]1)[CH2:10][CH:9]2[C:16]([O:18][C:19]([CH3:22])([CH3:21])[CH3:20])=[O:17].[CH:8]12[CH2:13][CH:11]([CH:14]=[CH:15]1)[CH2:10][CH:9]2[C:16]([O:18][CH2:19][CH2:22][CH2:4][OH:5])=[O:17] |f:4.5.6|. Procedure details: Maleic anhydride (1 mol.), t-butyl bicyclo[2,2,2]oct-5-ene-2-carboxylate (0.5 mol.), and 3-hydroxy propyl 5-norbornene-2-carboxylate (0.5 mol.) were dissolved in 200 gms of tetrahydrofuran (THF), 6 gms of 2,2′-azobisisobutyronitrile (AIBN) was added thereto, and then the resultant solution was reacted at a temperature of 67° C. in a nitrogen atmosphere for 10 hours. After a high molecule weight was achieved by the reaction, the resultant product was precipitated in an ethyl ether solvent. The ga... Starting materials: ClC1=C(C=NC2=CC=CC=C12)[N+](=O)[O-] (4-chloro-3-nitroquinoline), N12CCCC2(CCC1)CN ((1-azabicyclo[3.3.0]octan-5-yl)methylamine), C([O-])([O-])=O.[Na+].[Na+] (sodium carbonate), ice water. Run in CN(C=O)C (dimethylformamide). Conditions: temperature 17.5 celsius, time 20 hour. Yields the product N12CCCC2(CCC1)CNC1=C(C=NC2=CC=CC=C12)[N+](=O)[O-] (4-(1-Azabicyclo[3.3.0]octan-5-yl)methylamino-3-nitroquinoline). Isolated yield 92.2%. As a reaction SMILES: Cl[C:2]1[C:11]2[C:6](=[CH:7][CH:8]=[CH:9][CH:10]=2)[N:5]=[CH:4][C:3]=1[N+:12]([O-:14])=[O:13].[N:15]12[CH2:22][CH2:21][CH2:20][C:19]1([CH2:23][NH2:24])[CH2:18][CH2:17][CH2:16]2.C(=O)([O-])[O-].[Na+].[Na+]>CN(C)C=O>[N:15]12[CH2:22][CH2:21][CH2:20][C:19]1([CH2:23][NH:24][C:2]1[C:11]3[C:6](=[CH:7][CH:8]=[CH:9][CH:10]=3)[N:5]=[CH:4][C:3]=1[N+:12]([O-:14])=[O:13])[CH2:18][CH2:17][CH2:16]2 |f:2.3.4|. Procedure: In 60.0 ml of dimethylformamide (DMF) was dissolved 7.90 g (36.8 mmol) of 4-chloro-3-nitroquinoline, and 5.66 g (40.5 mmol) of (1-azabicyclo[3.3.0]octan-5-yl)methylamine was added to the solution under cooling with ice. After stirring at 15 to 20° C. for 20 hours, the reaction mixture was poured into 400 ml of ice-water and rendered basic with sodium carbonate. The thus formed precipitate was collected by filtration, washed with water, and dried in a desiccator under reduced pressure to obtain 1...